describe an organic reaction: reactants, conditions, products, and yield From a dataset of the Open Reaction Database (ORD), a public repository of structured organic reaction records. Reactants: CC#N, O=C1CCC(=O)N1Cl, Nc1cc(-c2ccccc2)ns1. Yields the product Nc1snc(-c2ccccc2)c1Cl. RXN SMILES: [CH3:21][C:22]#[N:23].[Cl:1][N:2]1[C:3](=[O:4])[CH2:5][CH2:6][C:7]1=[O:8].[c:9]1(-[c:15]2[n:16][s:17][c:18]([NH2:20])[cH:19]2)[cH:10][cH:11][cH:12][cH:13][cH:14]1>>[Cl:1][c:19]1[c:15](-[c:9]2[cH:10][cH:11][cH:12][cH:13][cH:14]2)[n:16][s:17][c:18]1[NH2:20]. Starting materials: [Al+3], C1CCOC1, [H-], [H-], [H-], [H-], N#CC1(c2ccc(I)cc2)CCN(CCC(F)(F)F)CC1, [Li+], O=S(=O)(O)O. Product: NCC1(c2ccc(I)cc2)CCN(CCC(F)(F)F)CC1. As a reaction SMILES: [Al+3:2].[CH2:33]1[O:34][CH2:35][CH2:36][CH2:37]1.[H-:1].[H-:4].[H-:5].[H-:6].[I:12][c:13]1[cH:14][cH:15][c:16]([C:19]2([C:31]#[N:32])[CH2:20][CH2:21][N:22]([CH2:25][CH2:26][C:27]([F:28])([F:29])[F:30])[CH2:23][CH2:24]2)[cH:17][cH:18]1.[Li+:3].[S:7](=[O:8])(=[O:9])([OH:10])[OH:11]>>[I:12][c:13]1[cH:14][cH:15][c:16]([C:19]2([CH2:31][NH2:32])[CH2:20][CH2:21][N:22]([CH2:25][CH2:26][C:27]([F:28])([F:29])[F:30])[CH2:23][CH2:24]2)[cH:17][cH:18]1. Reactants: CC(C)c1cc(C(=O)N2Cc3ccc([N+](=O)[O-])cc3C2)c(OCc2ccccc2)cc1OCc1ccccc1, CCO, O, O, Cl[Sn]Cl. The product is CC(C)c1cc(C(=O)N2Cc3ccc(N)cc3C2)c(OCc2ccccc2)cc1OCc1ccccc1. Reaction SMILES: [CH2:1]([c:2]1[cH:3][cH:4][cH:5][cH:6][cH:7]1)[O:8][c:9]1[c:10]([C:26](=[O:27])[N:28]2[CH2:29][c:30]3[cH:31][cH:32][c:33]([N+:37]([O-:38])=[O:39])[cH:34][c:35]3[CH2:36]2)[cH:11][c:12]([CH:23]([CH3:24])[CH3:25])[c:13]([O:15][CH2:16][c:17]2[cH:18][cH:19][cH:20][cH:21][cH:22]2)[cH:14]1.[CH3:45][CH2:46][OH:47].[OH2:40].[OH2:41].[Sn:42]([Cl:43])[Cl:44]>>[CH2:1]([c:2]1[cH:3][cH:4][cH:5][cH:6][cH:7]1)[O:8][c:9]1[c:10]([C:26](=[O:27])[N:28]2[CH2:29][c:30]3[cH:31][cH:32][c:33]([NH2:37])[cH:34][c:35]3[CH2:36]2)[cH:11][c:12]([CH:23]([CH3:24])[CH3:25])[c:13]([O:15][CH2:16][c:17]2[cH:18][cH:19][cH:20][cH:21][cH:22]2)[cH:14]1. The reactants are CC1(C)N=C(n2ccccc2=O)c2cc(N)ccc2O1, CC(=O)OC(C)=O, c1ccncc1. The product is CC(=O)Nc1ccc2c(c1)C(n1ccccc1=O)=NC(C)(C)O2. As a reaction SMILES: [CH3:1][C:2]1([CH3:20])[O:3][c:4]2[c:5]([cH:15][c:16]([NH2:19])[cH:17][cH:18]2)[C:6]([n:8]2[c:9](=[O:14])[cH:10][cH:11][cH:12][cH:13]2)=[N:7]1.[CH3:21][C:22](=[O:23])[O:24][C:25](=[O:26])[CH3:27].[cH:28]1[cH:29][cH:30][n:31][cH:32][cH:33]1>>[CH3:1][C:2]1([CH3:20])[O:3][c:4]2[c:5]([cH:15][c:16]([NH:19][C:22]([CH3:21])=[O:23])[cH:17][cH:18]2)[C:6]([n:8]2[c:9](=[O:14])[cH:10][cH:11][cH:12][cH:13]2)=[N:7]1. Starting materials: Cc1ccc(S(=O)(=O)O)cc1, CN1CCN(c2cc(-c3ccc4c(c3)CNCC4)nc(N)n2)CC1, O=C(Cl)Cl, Cl, NC1CCOC1. Yields the product CN1CCN(c2cc(-c3ccc4c(c3)CN(C(=O)NC3CCOC3)CC4)nc(N)n2)CC1. Reaction SMILES: [CH3:1][c:2]1[cH:3][cH:4][c:5]([S:6]([OH:7])(=[O:8])=[O:9])[cH:10][cH:11]1.[CH3:22][N:23]1[CH2:24][CH2:25][N:26]([c:29]2[n:30][c:31]([NH2:45])[n:32][c:33](-[c:35]3[cH:36][cH:37][c:38]4[c:43]([cH:44]3)[CH2:42][NH:41][CH2:40][CH2:39]4)[cH:34]2)[CH2:27][CH2:28]1.[Cl:18][C:19]([Cl:20])=[O:21].[ClH:46].[O:12]1[CH2:13][CH:14]([NH2:17])[CH2:15][CH2:16]1>>[O:12]1[CH2:13][CH:14]([NH:17][C:19](=[O:21])[N:41]2[CH2:40][CH2:39][c:38]3[cH:37][cH:36][c:35](-[c:33]4[n:32][c:31]([NH2:45])[n:30][c:29]([N:26]5[CH2:25][CH2:24][N:23]([CH3:22])[CH2:28][CH2:27]5)[cH:34]4)[cH:44][c:43]3[CH2:42]2)[CH2:15][CH2:16]1. Reactants: O=C([O-])[O-], CCOC(C)=O, CCCOc1ccc(F)c2c(=O)cc(C(F)(F)F)[nH]c12, [I-], [K+], [K+], [Na+], [Na+], CN(C)C=O, O=S([O-])[O-]. Product: CCCOc1ccc(F)c2c(=O)c(I)c(C(F)(F)F)[nH]c12. Reaction SMILES: [C:1](=[O:2])([O-:3])[O-:4].[CH3:34][CH2:35][O:36][C:37](=[O:38])[CH3:39].[F:8][c:9]1[c:10]2[c:11](=[O:27])[cH:12][c:13]([C:23]([F:24])([F:25])[F:26])[nH:14][c:15]2[c:16]([O:19][CH2:20][CH2:21][CH3:22])[cH:17][cH:18]1.[I-:7].[K+:5].[K+:6].[Na+:32].[Na+:33].[O:40]=[CH:41][N:42]([CH3:43])[CH3:44].[S:28]([O-:29])([O-:30])=[O:31]>>[I:7][c:12]1[c:11](=[O:27])[c:10]2[c:9]([F:8])[cH:18][cH:17][c:16]([O:19][CH2:20][CH2:21][CH3:22])[c:15]2[nH:14][c:13]1[C:23]([F:24])([F:25])[F:26]. The reactants are CCO, CC(C)(C)NCC(O)COc1ccccc1C#Cc1ccc(C#N)cc1, [Na+], [OH-]. The product is CC(C)(C)NCC(O)COc1ccccc1C#Cc1ccc(C(N)=O)cc1. RXN SMILES: [CH3:29][CH2:30][OH:31].[CH3:3][C:4]([CH3:5])([CH3:6])[NH:7][CH2:8][CH:9]([CH2:10][O:11][c:12]1[c:13]([C:18]#[C:19][c:20]2[cH:21][cH:22][c:23]([C:24]#[N:25])[cH:26][cH:27]2)[cH:14][cH:15][cH:16][cH:17]1)[OH:28].[Na+:2].[OH-:1]>>[O:1]=[C:24]([c:23]1[cH:22][cH:21][c:20]([C:19]#[C:18][c:13]2[c:12]([O:11][CH2:10][CH:9]([CH2:8][NH:7][C:4]([CH3:3])([CH3:5])[CH3:6])[OH:28])[cH:17][cH:16][cH:15][cH:14]2)[cH:27][cH:26]1)[NH2:25]. Reactants: C(C)OC(C[C@H]1N=C(SC1)C=1NC2=C(C=C(C=C2C1)C)[N+](=O)[O-])=O ([(R)-2-(5-methyl-7-nitro-1H-indol-2-yl)-4,5-dihydro-thiazol-4-yl]-acetic acid ethyl ester), O1CCOC12CCC(CC2)=O (1,4-dioxa-spiro[4,5]decan-8-one). Yields the product C(C)OC(C[C@H]1N=C(SC1)C=1NC2=C(C=C(C=C2C1)C)NC1CCC2(OCCO2)CC1)=O ({(R)-2-[7-(1,4-dioxa-spiro[4,5]dec-8-ylamino)-5-methyl-1H-indol-2-yl]-4,5-dihydro-thiazol-4-yl}-acetic acid ethyl ester). Reaction SMILES: [CH2:1]([O:3][C:4](=[O:24])[CH2:5][C@@H:6]1[CH2:10][S:9][C:8]([C:11]2[NH:12][C:13]3[C:18]([CH:19]=2)=[CH:17][C:16]([CH3:20])=[CH:15][C:14]=3[N+:21]([O-])=O)=[N:7]1)[CH3:2].[O:25]1[C:29]2([CH2:34][CH2:33][C:32](=O)[CH2:31][CH2:30]2)[O:28][CH2:27][CH2:26]1>>[CH2:1]([O:3][C:4](=[O:24])[CH2:5][C@@H:6]1[CH2:10][S:9][C:8]([C:11]2[NH:12][C:13]3[C:18]([CH:19]=2)=[CH:17][C:16]([CH3:20])=[CH:15][C:14]=3[NH:21][CH:32]2[CH2:33][CH2:34][C:29]3([O:28][CH2:27][CH2:26][O:25]3)[CH2:30][CH2:31]2)=[N:7]1)[CH3:2]. Procedure: [(R)-2-(5-methyl-7-nitro-1H-indol-2-yl)-4,5-dihydro-thiazol-4-yl]-acetic acid ethyl ester prepared in Preparation 54 and 1,4-dioxa-spiro[4,5]decan-8-one were reacted according to the same procedure as Example 1 to give the title compound.